Task: describe an organic reaction: reactants, conditions, products, and yield. Dataset: the Open Reaction Database (ORD), a public repository of structured organic reaction records The reactants are FC1=NC(=CC=C1)F (2,6-Difluoropyridine), C(CCC)[Li] (n-butyllithium), O1CCCC1 (tetrahydrofuran), C(C)(C)(C)OC(=O)N1C=C(C2=C1C=CC(=N2)Cl)CCl (5-chloro-3-chloromethyl-pyrrolo[2,3-]pyridine-1-carboxylic acid tert-butyl ester), O1CCCC1 (tetrahydrofuran), O1CCCC1 (tetrahydrofuran), N (ammonia), C(#N)[Cu] (CuCN). The solvent is CCCCCC (hexane), O (water). Conditions: temperature -78 celsius, time 60 minute. Product: ClC=1C=C2C(=NC1)NC=C2CC=2C(=NC(=CC2)F)F (5-chloro-3-(2,6-difluoro-pyridin-3-ylmethyl)-1H-pyrrolo[2,3-b]pyridine). Reaction SMILES: [F:1][C:2]1[CH:7]=[CH:6][CH:5]=[C:4]([F:8])[N:3]=1.[CH2:9]([Li])[CH2:10][CH2:11][CH3:12].[C:14]([Cu])#[N:15].C(OC(N1C2C=CC([Cl:33])=NC=2C(CCl)=C1)=O)(C)(C)C.[NH3:36].O1C[CH2:40][CH2:39][CH2:38]1>CCCCCC.O>[Cl:33][C:11]1[CH:10]=[C:9]2[C:39]([CH2:40][C:7]3[C:2]([F:1])=[N:3][C:4]([F:8])=[CH:5][CH:6]=3)=[CH:38][NH:15][C:14]2=[N:36][CH:12]=1. Procedure details: To 2,6-Difluoropyridine (58, 3.40 g, 0.0295 mol) in tetrahydrofuran (200.0 mL), under an atmosphere of nitrogen at −78° C., 2.50 M of n-butyllithium in hexane (12.0 mL) was added slowly. After 60 minutes, CuCN.2LiCl (0.75 M in tetrahydrofuran, 40.0 mL) was added to the reaction mixture. After 5 minutes, 5-chloro-3-chloromethyl-pyrrolo[2,3-b]pyridine-1-carboxylic acid tert-butyl ester (535, 4.20 g, 0.0139 mol, prepared as described in Example 49, Scheme 164) in tetrahydrofuran (20 mL) was added t...